Dataset: the Open Reaction Database (ORD), a public repository of structured organic reaction records. Task: describe an organic reaction: reactants, conditions, products, and yield Reactants: C(C)(=O)N1C(C(C2=CC=C(C=C12)C(=O)OCC)=C(C1=CC=CC=C1)OCC)=O (1-acetyl-3-(1-ethoxy-1-phenylmethylene)-6-ethoxycarbonyl-2-indolinone), C(C)(C)(C)OC(=O)N(CC)CC1=CC=C(N)C=C1 (4-(N-tert.butoxycarbonyl-N-ethyl-aminomethyl)-aniline). Yields the product C(C)(C)(C)OC(=O)N(CC)CC1=CC=C(N\C(\C2=CC=CC=C2)=C\2/C(NC3=CC(=CC=C23)C(=O)OCC)=O)C=C1 (3-Z-[1-(4-(N-tert.butoxycarbonyl-N-ethyl-aminomethyl)-anilino)-1-phenyl-methylene]-6-ethoxycarbonyl-2-indolinone). RXN SMILES: C([N:4]1[C:12]2[C:7](=[CH:8][CH:9]=[C:10]([C:13]([O:15][CH2:16][CH3:17])=[O:14])[CH:11]=2)[C:6](=[C:18](OCC)[C:19]2[CH:24]=[CH:23][CH:22]=[CH:21][CH:20]=2)[C:5]1=[O:28])(=O)C.[C:29]([O:33][C:34]([N:36]([CH2:39][C:40]1[CH:46]=[CH:45][C:43]([NH2:44])=[CH:42][CH:41]=1)[CH2:37][CH3:38])=[O:35])([CH3:32])([CH3:31])[CH3:30]>>[C:29]([O:33][C:34]([N:36]([CH2:39][C:40]1[CH:41]=[CH:42][C:43]([NH:44]/[C:18](=[C:6]2\[C:5](=[O:28])[NH:4][C:12]3[C:7]\2=[CH:8][CH:9]=[C:10]([C:13]([O:15][CH2:16][CH3:17])=[O:14])[CH:11]=3)/[C:19]2[CH:24]=[CH:23][CH:22]=[CH:21][CH:20]=2)=[CH:45][CH:46]=1)[CH2:37][CH3:38])=[O:35])([CH3:30])([CH3:31])[CH3:32]. Procedure: Prepared from 1-acetyl-3-(1-ethoxy-1-phenylmethylene)-6-ethoxycarbonyl-2-indolinone and 4-(N-tert.butoxycarbonyl-N-ethyl-aminomethyl)-aniline Rf value: 0.5 (silica gel, methylene chloride/methanol=10:1) C32H35N3O5 Starting materials: [Cl-].[Na+] (sodium chloride), C(C)(C)(C)OC(N[C@H](CO)CO[Si](C)(C)C(C)(C)C)=O ([(R)-1-(tert-butyl-dimethylsilanyloxymethyl)-2-hydroxyethyl]-carbamic acid tert-butyl ester), C(=C)OCC (ethyl vinyl ether), C(C)#N (acetonitrile), IN1C(CCC1=O)=O (N-iodosuccinimide). Conditions: time 72 hour. Product: C(C)(C)(C)OC(N[C@H](CO[Si](C)(C)C(C)(C)C)C(OCC)OCCI)=O ([(R)-2-(tert-butyl-dimethylsilanyloxy)-1-(1-ethoxy-2-iodoethoxymethyl)-ethyl]-carbamic acid tert-butyl ester). The yield is 34.0%. RXN SMILES: [C:1]([O:5][C:6](=[O:20])[NH:7][C@@H:8]([CH2:11][O:12][Si:13]([C:16]([CH3:19])([CH3:18])[CH3:17])([CH3:15])[CH3:14])[CH2:9][OH:10])([CH3:4])([CH3:3])[CH3:2].C([O:23][CH2:24][CH3:25])=C.[I:26]N1C(=O)CCC1=O.[Cl-].[Na+].[C:36](#N)[CH3:37]>>[C:1]([O:5][C:6](=[O:20])[NH:7][C@@H:8]([CH:9]([O:23][CH2:24][CH2:25][I:26])[O:10][CH2:36][CH3:37])[CH2:11][O:12][Si:13]([C:16]([CH3:19])([CH3:18])[CH3:17])([CH3:14])[CH3:15])([CH3:4])([CH3:2])[CH3:3] |f:3.4|. Procedure details: Dissolve [(R)-1-(tert-butyl-dimethylsilanyloxymethyl)-2-hydroxyethyl]-carbamic acid tert-butyl ester (1.0 g, 3.27 mmol) and ethyl vinyl ether (0.20 g, 2.73 mmol) in acetonitrile (20 mL) and add N-iodosuccinimide (0.735 g, 3.27 mmol). Stir at room temperature 72 hours and pour into saturated aqueous sodium chloride. Extract with ethyl acetate, wash with water and saturated aqueous sodium chloride, dry (magnesium sulfate), filter and concentrate. Purify (silica gel chromatography, eluting with 100... Reactants: [F-].C(CCC)[N+](CCCC)(CCCC)CCCC (Tetrabutylammonium fluoride), C(CC)C12COC(OC1)(CC2)CCCCC#C[Si](C)(C)C (4-n-propyl-1-(6-trimethylsilylhex-5-ynyl)-2,6-dioxabicyclo[2.2.2]octane). Solvent: O1CCCC1 (tetrahydrofuran). Reaction conditions: time 1 hour. Yields the product C(CCCC#C)C12OCC(CO1)(CC2)CCC (1-(Hex-5-ynyl)-4-n-propyl-2,6-dioxabicyclo[2.2.2]octane). As a reaction SMILES: [F-].C([N+](CCCC)(CCCC)CCCC)CCC.[CH2:19]([C:22]12[CH2:29][CH2:28][C:25]([CH2:30][CH2:31][CH2:32][CH2:33][C:34]#[C:35][Si](C)(C)C)([O:26][CH2:27]1)[O:24][CH2:23]2)[CH2:20][CH3:21]>O1CCCC1>[CH2:30]([C:25]12[CH2:28][CH2:29][C:22]([CH2:19][CH2:20][CH3:21])([CH2:23][O:24]1)[CH2:27][O:26]2)[CH2:31][CH2:32][CH2:33][C:34]#[CH:35] |f:0.1|. Procedure: Tetrabutylammonium fluoride solution (1.0M.,solution 4.0 ml.) was added to a stirred solution of 4-n-propyl-1-(6-trimethylsilylhex-5-ynyl)-2,6-dioxabicyclo[2.2.2]octane in dry tetrahydrofuran (40 ml.) at 20° and the mixture was stirred for 1 hour. The solvent was removed in vacuo and the residue was extracted with diethyl ether and water. The ethereal extracts were dried over anhydrous magnesium sulphate and evaporated in vacuo. The residue was chromatographed on alumina eluting with dichloromet... Starting materials: ClCCl, CC(C)(C)OC(=O)N1CCc2nc(CN3CCCCC3)sc2C1, O=C(O)C(F)(F)F. Yields the product C1CCN(Cc2nc3c(s2)CNCC3)CC1. RXN SMILES: [Cl:31][CH2:32][Cl:33].[N:1]1([CH2:7][c:8]2[s:9][c:10]3[c:15]([n:16]2)[CH2:14][CH2:13][N:12]([C:17]([O:18][C:19]([CH3:20])([CH3:21])[CH3:22])=[O:23])[CH2:11]3)[CH2:2][CH2:3][CH2:4][CH2:5][CH2:6]1.[OH:24][C:25]([C:26]([F:27])([F:28])[F:29])=[O:30]>>[N:1]1([CH2:7][c:8]2[s:9][c:10]3[c:15]([n:16]2)[CH2:14][CH2:13][NH:12][CH2:11]3)[CH2:2][CH2:3][CH2:4][CH2:5][CH2:6]1. Reactants: CC(C)=O, O=CC1=C(Cl)CCC1, [K+], [K+], O=C([O-])[O-], Oc1ccccc1. Yields the product O=CC1=C(Oc2ccccc2)CCC1. Reaction SMILES: [CH3:22][C:23](=[O:24])[CH3:25].[Cl:1][C:2]1=[C:3]([CH:7]=[O:8])[CH2:4][CH2:5][CH2:6]1.[K+:16].[K+:17].[O-:18][C:19]([O-:20])=[O:21].[OH:9][c:10]1[cH:11][cH:12][cH:13][cH:14][cH:15]1>>[C:2]1([O:9][c:10]2[cH:11][cH:12][cH:13][cH:14][cH:15]2)=[C:3]([CH:7]=[O:8])[CH2:4][CH2:5][CH2:6]1. The reactants are C(C)(=O)[C@@H]1CC[C@H](CC1)C(=O)OCCCC (trans-butyl 4-acetylcyclohexanecarboxylate), S1C=NC=C1 (Thiazole), [Li+].CCC[CH2-] (N-butyllithium), CCOC(=O)C (EtOAc). The solvent is C1CCOC1 (THF), O (water), C1CCOC1 (THF). Reaction conditions: temperature -78 celsius, time 30 minute. The product is OC(C)(C=1SC=CN1)[C@@H]1CC[C@H](CC1)C(=O)OCCCC (butyl trans-4-[1-hydroxy-1-(1,3-thiazol-2-yl)ethyl]cyclohexanecarboxylate). As a reaction SMILES: [S:1]1[CH:5]=[CH:4][N:3]=[CH:2]1.[Li+].CCC[CH2-].[C:11]([C@H:14]1[CH2:19][CH2:18][C@H:17]([C:20]([O:22][CH2:23][CH2:24][CH2:25][CH3:26])=[O:21])[CH2:16][CH2:15]1)(=[O:13])[CH3:12].CCOC(C)=O>C1COCC1.O>[OH:13][C:11]([C@H:14]1[CH2:19][CH2:18][C@H:17]([C:20]([O:22][CH2:23][CH2:24][CH2:25][CH3:26])=[O:21])[CH2:16][CH2:15]1)([C:2]1[S:1][CH:5]=[CH:4][N:3]=1)[CH3:12] |f:1.2|. Procedure details: Thiazole (100 mg, 1.175 mmol) was dissolved in THF (11 mL) and cooled to a temperature of −78° C. N-butyllithium (2 M in hexanes, 0.587 mL, 1.175 mmol) was added and the mixture was allowed to stir for 30 minutes at −78° C. A solution of trans-butyl 4-acetylcyclohexanecarboxylate (319 mg, 1.410 mmol) in THF (1 mL) was then added to the mixture, and the combined solution was allowed to stir for 1 hour at −78° C. The reaction was diluted with water, warmed to 23° C., and transferred to a separator... The reactants are FC=1C=C2C=CNC2=C(C1)F (5,7-difluoro-1H-indole), ClC1=NC(=NC=C1)NC1CC(NC(C1)(C)C)(C)C ((4-chloro-pyrimidin-2-yl)-(2,2,6,6-tetramethyl-piperidin-4-yl)-amine), CCCC[N+](CCCC)(CCCC)CCCC.[F-] (TBAF). The product is FC=1C=C2C(=CNC2=C(C1)F)C1=NC(=NC=C1)NC1CC(NC(C1)(C)C)(C)C ([4-(5,7-Difluoro-1H-indol-3-yl)-pyrimidin-2-yl]-(2,2,6,6-tetramethyl-piperidin-4-yl)-amine). As a reaction SMILES: [F:1][C:2]1[CH:3]=[C:4]2[C:8](=[C:9]([F:11])[CH:10]=1)[NH:7][CH:6]=[CH:5]2.Cl[C:13]1[CH:18]=[CH:17][N:16]=[C:15]([NH:19][CH:20]2[CH2:25][C:24]([CH3:27])([CH3:26])[NH:23][C:22]([CH3:29])([CH3:28])[CH2:21]2)[N:14]=1.CCCC[N+](CCCC)(CCCC)CCCC.[F-]>>[F:1][C:2]1[CH:3]=[C:4]2[C:8](=[C:9]([F:11])[CH:10]=1)[NH:7][CH:6]=[C:5]2[C:17]1[CH:18]=[CH:13][N:14]=[C:15]([NH:19][CH:20]2[CH2:25][C:24]([CH3:27])([CH3:26])[NH:23][C:22]([CH3:29])([CH3:28])[CH2:21]2)[N:16]=1 |f:2.3|. Procedure details: The title compound was prepared as described in Example 215, starting from SEM-protected 5,7-difluoro-1H-indole and (4-chloro-pyrimidin-2-yl)-(2,2,6,6-tetramethyl-piperidin-4-yl)-amine, followed by cleavage of the SEM-protecting group with TBAF. Yield: 260 mg (63%). Starting materials: [BH4-], CC(=O)O, CC(=O)O, CC(=O)O, C=O, ClCCl, CC(=O)[O-], CO, CC(=O)O, COc1cc2c(Oc3ccc4[nH]c(C)cc4c3F)cnnc2cc1OCC1CCNCC1, [Na+], [Na+]. The product is COc1cc2c(Oc3ccc4[nH]c(C)cc4c3F)cnnc2cc1OCC1CCN(C)CC1. RXN SMILES: [BH4-:40].[C:42]([OH:43])(=[O:44])[CH3:45].[C:46]([OH:47])(=[O:48])[CH3:49].[C:50]([OH:51])(=[O:52])[CH3:53].[CH2:38]=[O:39].[CH2:54]([Cl:55])[Cl:56].[CH3:34][C:35](=[O:36])[O-:37].[CH3:57][OH:58].[CH3:59][C:60](=[O:61])[OH:62].[F:1][c:2]1[c:3]2[cH:4][c:5]([CH3:32])[nH:6][c:7]2[cH:8][cH:9][c:10]1[O:11][c:12]1[cH:13][n:14][n:15][c:16]2[cH:17][c:18]([O:24][CH2:25][CH:26]3[CH2:27][CH2:28][NH:29][CH2:30][CH2:31]3)[c:19]([O:22][CH3:23])[cH:20][c:21]12.[Na+:33].[Na+:41]>>[F:1][c:2]1[c:3]2[cH:4][c:5]([CH3:32])[nH:6][c:7]2[cH:8][cH:9][c:10]1[O:11][c:12]1[cH:13][n:14][n:15][c:16]2[cH:17][c:18]([O:24][CH2:25][CH:26]3[CH2:27][CH2:28][N:29]([CH3:34])[CH2:30][CH2:31]3)[c:19]([O:22][CH3:23])[cH:20][c:21]12. The reactants are [OH-].[Na+] (sodium hydroxide), COC=1C=C2C(=CN1)N(CC2)C(=O)OC(C)(C)C (tert-butyl 5-methoxy-2,3-dihydro-1H-pyrrolo[2,3-c]pyridine-1-carboxylate), FC(C(=O)O)(F)F (trifluoroacetic acid), ice water. Solvent: C(Cl)(Cl)Cl (chloroform). Conditions: time 0.5 hour. The product is COC=1C=C2C(=CN1)NCC2 (5-methoxy-2,3-dihydro-1H-pyrrolo[2,3-c]pyridine). The yield is 87.3%. Reaction SMILES: [CH3:1][O:2][C:3]1[CH:4]=[C:5]2[CH2:11][CH2:10][N:9](C(OC(C)(C)C)=O)[C:6]2=[CH:7][N:8]=1.FC(F)(F)C(O)=O.[OH-].[Na+]>C(Cl)(Cl)Cl>[CH3:1][O:2][C:3]1[CH:4]=[C:5]2[CH2:11][CH2:10][NH:9][C:6]2=[CH:7][N:8]=1 |f:2.3|. Reported procedure: To 500 mg of tert-butyl 5-methoxy-2,3-dihydro-1H-pyrrolo[2,3-c]pyridine-1-carboxylate was added 1.5 mL of trifluoroacetic acid, followed by stirring at room temperature for 0.5 hours. The reaction liquid was poured into ice water, and neutralized with a 1 M aqueous sodium hydroxide solution, then chloroform was added thereto, and the aqueous layer was separated. The organic layer was washed with water and saturated brine and dried over anhydrous magnesium sulfate, and then the solvent was evapor... Reactants: CC1=CC2=C(C(C2)=O)C(=C1)C (4,6-Dimethylbenzocyclobut-en-1-one), C1(=CC=CC=C1)P(C1=CC=CC=C1)(C1=CC=CC=C1)=CC(C)=O (triphenylphosphoranylidene-2-propanone). Reaction conditions: temperature 180 celsius, time 0.5 hour. Product: C(C(=O)C)=C1CC=2C1=C(C=C(C2)C)C (1-acetonylidene-4,6-dimethylbenzocyclobutene). The yield is 80.5%. RXN SMILES: [CH3:1][C:2]1[CH:10]=[C:9]([CH3:11])[C:5]2[C:6](=O)[CH2:7][C:4]=2[CH:3]=1.C1(P(=[CH:31][C:32](=[O:34])[CH3:33])(C2C=CC=CC=2)C2C=CC=CC=2)C=CC=CC=1>>[CH:31](=[C:6]1[C:5]2=[C:9]([CH3:11])[CH:10]=[C:2]([CH3:1])[CH:3]=[C:4]2[CH2:7]1)[C:32]([CH3:33])=[O:34]. Procedure details: 4,6-Dimethylbenzocyclobut-en-1-one (5.5 g, 38 mmol) and triphenylphosphoranylidene-2-propanone (15.0 g, 47 mmol) were heated together with stirring at 180° C. for 0.5 hours. After cooling the mixture was triturated with ether, filtered and the filtrate evaporated to give 1-acetonylidene-4,6-dimethylbenzocyclobutene as a pale brown solid (5.7 g, 81%). Pmr spectrum (CDCl3, δ in ppm): 2.30 (6H, s); 2.35 (3H,s); 3.94 (2H, s); 6.25 (1H, s); 6.86 (2H, s).